Task: describe an organic reaction: reactants, conditions, products, and yield. Dataset: the Open Reaction Database (ORD), a public repository of structured organic reaction records Starting materials: OC1=CC2=C(N=C(O2)C2=CC=C(C=N2)OC[C@H](C)NC(OC(C)(C)C)=O)C=C1 (tert-butyl [(1S)-2-{[6-(6-hydroxy-1,3-benzoxazol-2-yl)pyridin-3-yl]oxy}-1-methylethyl]carbamate), CS(=O)(=O)OCC1CC(C1)(F)F ((3,3-difluorocyclobutyl)methyl methanesulfonate). Yields the product FC1(CC(C1)COC1=CC2=C(N=C(O2)C2=CC=C(C=N2)OC[C@H](C)NC(OC(C)(C)C)=O)C=C1)F (tert-butyl {(1S)-2-[(6-{6-[(3,3-difluorocyclobutyl)methoxy]-1,3-benzoxazol-2-yl}pyridin-3-yl)oxy]-1-methylethyl}carbamate). RXN SMILES: [OH:1][C:2]1[CH:28]=[CH:27][C:5]2[N:6]=[C:7]([C:9]3[N:14]=[CH:13][C:12]([O:15][CH2:16][C@@H:17]([NH:19][C:20](=[O:26])[O:21][C:22]([CH3:25])([CH3:24])[CH3:23])[CH3:18])=[CH:11][CH:10]=3)[O:8][C:4]=2[CH:3]=1.CS(O[CH2:34][CH:35]1[CH2:38][C:37]([F:40])([F:39])[CH2:36]1)(=O)=O>>[F:39][C:37]1([F:40])[CH2:38][CH:35]([CH2:34][O:1][C:2]2[CH:28]=[CH:27][C:5]3[N:6]=[C:7]([C:9]4[N:14]=[CH:13][C:12]([O:15][CH2:16][C@@H:17]([NH:19][C:20](=[O:26])[O:21][C:22]([CH3:23])([CH3:24])[CH3:25])[CH3:18])=[CH:11][CH:10]=4)[O:8][C:4]=3[CH:3]=2)[CH2:36]1. Procedure: Using tert-butyl [(1S)-2-{[6-(6-hydroxy-1,3-benzoxazol-2-yl)pyridin-3-yl]oxy}-1-methylethyl]carbamate and (3,3-difluorocyclobutyl)methyl methanesulfonate, and in the same manner as in Example 2, step E, the title compound was obtained.